This data is from the Open Reaction Database (ORD), a public repository of structured organic reaction records. The task is: describe an organic reaction: reactants, conditions, products, and yield Reaction SMILES: [CH3:19][CH2:20][OH:21].[O:1]=[C:2]1[N:3]([CH2:13][C:14](=[O:15])[O:16][CH2:17][CH3:18])[CH2:4][CH:5]([CH:7]2[CH2:8][CH2:9][CH2:10][CH2:11][O:12]2)[CH2:6]1>>[O:1]=[C:2]1[N:3]([CH2:13][C:14](=[O:15])[O:16][CH2:17][CH3:18])[CH2:4][CH:5]([OH:21])[CH2:6]1. Yields the product CCOC(=O)CN1CC(O)CC1=O. Reactants: CCO, CCOC(=O)CN1CC(C2CCCCO2)CC1=O. Reactants: CCOCC, OCc1ccc(-c2ccc(F)cc2)cc1, O, BrP(Br)Br. Yields the product Fc1ccc(-c2ccc(CBr)cc2)cc1. RXN SMILES: [CH3:20][CH2:21][O:22][CH2:23][CH3:24].[F:1][c:2]1[cH:3][cH:4][c:5](-[c:8]2[cH:9][cH:10][c:11]([CH2:14][OH:15])[cH:12][cH:13]2)[cH:6][cH:7]1.[OH2:25].[P:16]([Br:17])([Br:18])[Br:19]>>[F:1][c:2]1[cH:3][cH:4][c:5](-[c:8]2[cH:9][cH:10][c:11]([CH2:14][Br:17])[cH:12][cH:13]2)[cH:6][cH:7]1. Starting materials: OC1=C2N=CC=NC2=CC=C1 (5-hydroxyquinoxaline), C(=O)([O-])[O-].[K+].[K+] (K2CO3), CN(C)C=O (DMF), C(C)N(C(=S)Cl)CC (diethylthiocarbamoyl chloride). The solvent is O (water). Reaction conditions: temperature 23 celsius, time 1 hour. Yields the product N1=CC=NC2=C(C=CC=C12)OC(N(CC)CC)=S (Diethylthiocarbamic acid O-quinoxalin-5-yl ester). As a reaction SMILES: [OH:1][C:2]1[CH:11]=[CH:10][CH:9]=[C:8]2[C:3]=1[N:4]=[CH:5][CH:6]=[N:7]2.C([O-])([O-])=O.[K+].[K+].CN(C=O)C.[CH2:23]([N:25]([CH2:29][CH3:30])[C:26](Cl)=[S:27])[CH3:24]>O>[N:7]1[C:8]2[C:3](=[C:2]([O:1][C:26](=[S:27])[N:25]([CH2:29][CH3:30])[CH2:23][CH3:24])[CH:11]=[CH:10][CH:9]=2)[N:4]=[CH:5][CH:6]=1 |f:1.2.3|. Reported procedure: A mixture of 5-hydroxyquinoxaline (2.13 g, 14.6 mmol), finely ground K2CO3 (4.0 g, 29 mmol), and DMF (50 mL) was stirred at 23° C. for 1 h. Solid diethylthiocarbamoyl chloride (2.43 g, 16.1 mmol) was then added. The resulting mixture was stirred for 2 h, then was diluted with water (150 mL) and extracted with Et2O (2×100 mL). The combined organic extracts were washed with water (100 mL) and brine (100 mL), then dried and concentrated to a viscous orange oil, which was used without purification (... Reaction SMILES: [CH2:44]([Cl:45])[CH2:46][Cl:47].[CH3:1][S:2](=[O:3])(=[O:4])[NH2:5].[CH3:48][N:49]([c:50]1[cH:51][cH:52][n:53][cH:54][cH:55]1)[CH3:56].[CH:6]1([C:12]2=[N:13][N:14]([CH2:31][C:32](=[O:33])[NH:34][c:35]3[cH:36][c:37]([C:38](=[O:39])[OH:40])[cH:41][cH:42][cH:43]3)[C:15](=[O:30])[N:16]([CH2:23][C:24]([C:25]([CH3:26])([CH3:27])[CH3:28])=[O:29])[c:17]3[c:18]2[cH:19][cH:20][cH:21][cH:22]3)[CH2:7][CH2:8][CH2:9][CH2:10][CH2:11]1.[Cl:57][CH2:58][Cl:59]>>[CH3:1][S:2](=[O:3])(=[O:4])[NH:5][C:38]([c:37]1[cH:36][c:35]([NH:34][C:32]([CH2:31][N:14]2[N:13]=[C:12]([CH:6]3[CH2:7][CH2:8][CH2:9][CH2:10][CH2:11]3)[c:18]3[c:17]([cH:22][cH:21][cH:20][cH:19]3)[N:16]([CH2:23][C:24]([C:25]([CH3:26])([CH3:27])[CH3:28])=[O:29])[C:15]2=[O:30])=[O:33])[cH:43][cH:42][cH:41]1)=[O:39]. Product: CC(C)(C)C(=O)CN1C(=O)N(CC(=O)Nc2cccc(C(=O)NS(C)(=O)=O)c2)N=C(C2CCCCC2)c2ccccc21. The reactants are ClCCCl, CS(N)(=O)=O, CN(C)c1ccncc1, CC(C)(C)C(=O)CN1C(=O)N(CC(=O)Nc2cccc(C(=O)O)c2)N=C(C2CCCCC2)c2ccccc21, ClCCl.